This data is from the Open Reaction Database (ORD), a public repository of structured organic reaction records. The task is: describe an organic reaction: reactants, conditions, products, and yield Reactants: [OH-].[Na+] (sodium hydroxide), C(C)(=O)OCC(=O)N1C[C@H](CC1)C[C@@H](C(=O)NC=1SC(=CN1)F)C1=CC=C(C=C1)S(=O)(=O)C1CC1 (2-((S)-3-((R)-2-(4-(Cyclopropylsulfonyl)phenyl)-3-((5-fluorothiazol-2-yl)amino)-3-oxopropyl)pyrrolidin-1-yl)-2-oxoethyl acetate), O (water). Run in CO (methanol), O1CCCC1 (tetrahydrofuran). Conditions: time 30 minute. Product: C1(CC1)S(=O)(=O)C1=CC=C(C=C1)[C@H](C(=O)NC=1SC(=CN1)F)C[C@@H]1CN(CC1)C(CO)=O ((R)-2-(4-(cyclopropylsulfonyl)phenyl)-N-(5-fluorothiazol-2-yl)-3-((S)-1-(2-hydroxyacetyl)pyrrolidin-3-yl)propanamide). Yield: 88.3%. RXN SMILES: C([O:4][CH2:5][C:6]([N:8]1[CH2:12][CH2:11][C@H:10]([CH2:13][C@H:14]([C:24]2[CH:29]=[CH:28][C:27]([S:30]([CH:33]3[CH2:35][CH2:34]3)(=[O:32])=[O:31])=[CH:26][CH:25]=2)[C:15]([NH:17][C:18]2[S:19][C:20]([F:23])=[CH:21][N:22]=2)=[O:16])[CH2:9]1)=[O:7])(=O)C.[OH-].[Na+].O>O1CCCC1.CO>[CH:33]1([S:30]([C:27]2[CH:26]=[CH:25][C:24]([C@@H:14]([CH2:13][C@H:10]3[CH2:11][CH2:12][N:8]([C:6](=[O:7])[CH2:5][OH:4])[CH2:9]3)[C:15]([NH:17][C:18]3[S:19][C:20]([F:23])=[CH:21][N:22]=3)=[O:16])=[CH:29][CH:28]=2)(=[O:31])=[O:32])[CH2:34][CH2:35]1 |f:1.2|. Procedure details: 2-((S)-3-((R)-2-(4-(Cyclopropylsulfonyl)phenyl)-3-((5-fluorothiazol-2-yl)amino)-3-oxopropyl)pyrrolidin-1-yl)-2-oxoethyl acetate (47.0 mg, 89.8 μmol) was dissolved in tetrahydrofuran (1 mL) and methanol (1 mL), and thereafter, an aqueous solution of sodium hydroxide (2 M, 0.36 mL) was added to the obtained solution under ice-cold condition. The obtained mixture was stirred for 30 minutes. Thereafter, water was added to the reaction solution, and the mixed solution was then extracted with ethyl ac... The reactants are CC1=C(N=C(S1)CCC1=CC=C(CO)C=C1)C1=CC=CC=C1 (4-[2-(5-Methyl-4-phenyl-2-thiazolyl)ethyl]benzyl alcohol). Reagents/catalysts: [O-2].[O-2].[Mn+4] (manganese dioxide). The product is CC1=C(N=C(S1)CCC1=CC=C(C=O)C=C1)C1=CC=CC=C1 (4-[2-(5-methyl-4-phenyl-2-thiazolyl)ethyl]benzaldehyde). RXN SMILES: [CH3:1][C:2]1[S:6][C:5]([CH2:7][CH2:8][C:9]2[CH:16]=[CH:15][C:12]([CH2:13][OH:14])=[CH:11][CH:10]=2)=[N:4][C:3]=1[C:17]1[CH:22]=[CH:21][CH:20]=[CH:19][CH:18]=1>[O-2].[O-2].[Mn+4]>[CH3:1][C:2]1[S:6][C:5]([CH2:7][CH2:8][C:9]2[CH:16]=[CH:15][C:12]([CH:13]=[O:14])=[CH:11][CH:10]=2)=[N:4][C:3]=1[C:17]1[CH:22]=[CH:21][CH:20]=[CH:19][CH:18]=1 |f:1.2.3|. Procedure: 4-[2-(5-Methyl-4-phenyl-2-thiazolyl)ethyl]benzyl alcohol was oxidized with manganese dioxide in the same manner as in Reference Example 15 to yield 4-[2-(5-methyl-4-phenyl-2-thiazolyl)ethyl]benzaldehyde, which was then recrystallized from hexane to yield colorless prisms having a melting point of 66°-67° C. Reactants: FC(C1=CC=CC=2C(=NOC21)N)(F)F (7-(Trifluoromethyl)-3-aminobenzisoxazole), ClC1=C(C(=O)Cl)C(=CC=C1)Cl (2,6-dichlorobenzoylchloride). Run in C1(=CC=CC=C1)C (toluene). Product: ClC1=C(C(=O)NC2=NOC3=C2C=CC=C3C(F)(F)F)C(=CC=C1)Cl (2,6-DICHLORO-N-(7-(TRIFLUOROMETHYL)-3-BENZISOXAZOLYL)BENZAMIDE). Reaction SMILES: [F:1][C:2]([F:14])([F:13])[C:3]1[C:11]2[O:10][N:9]=[C:8]([NH2:12])[C:7]=2[CH:6]=[CH:5][CH:4]=1.[Cl:15][C:16]1[CH:24]=[CH:23][CH:22]=[C:21]([Cl:25])[C:17]=1[C:18](Cl)=[O:19]>C1(C)C=CC=CC=1>[Cl:15][C:16]1[CH:24]=[CH:23][CH:22]=[C:21]([Cl:25])[C:17]=1[C:18]([NH:12][C:8]1[C:7]2[CH:6]=[CH:5][CH:4]=[C:3]([C:2]([F:1])([F:13])[F:14])[C:11]=2[O:10][N:9]=1)=[O:19]. Reported procedure: 7-(Trifluoromethyl)-3-aminobenzisoxazole (2 gram), 2,6-dichlorobenzoylchloride (2 gram), and 50 ml. of toluene are heated at reflux for 16 hours. After evaporation of the solvent at reduced pressure, the resultant oily semi-solid is triturated with ether. The solid so formed is then washed with ether and water and constitutes the desired product. The reactants are BrC=1C=C(C=CC1F)CC(=O)O (3-Bromo-4-fluorophenylacetic acid), S(O)(O)(=O)=O (sulfuric acid), C(C)O (ethanol). Yields the product C(C)OC(CC1=CC(=C(C=C1)F)Br)=O ((3-Bromo-4-fluoro-phenyl)-acetic acid ethyl ester). Reaction SMILES: [Br:1][C:2]1[CH:3]=[C:4]([CH2:9][C:10]([OH:12])=[O:11])[CH:5]=[CH:6][C:7]=1[F:8].S(=O)(=O)(O)O.[CH2:18](O)[CH3:19]>>[CH2:18]([O:11][C:10](=[O:12])[CH2:9][C:4]1[CH:5]=[CH:6][C:7]([F:8])=[C:2]([Br:1])[CH:3]=1)[CH3:19]. Procedure details: 3-Bromo-4-fluorophenylacetic acid (2.35 g, 9.0 mmol) was treated with concentrated sulfuric acid (2 mL) in ethanol (100 mL) at reflux for 2 hours. Purification by silica gel chromatography provided the title compound. The reactants are C(C1=CC=CC=C1)O[C@H]1[C@@H]([C@@]2(CO[C@]([C@@H]1OCC1=CC=CC=C1)(O2)C2=CC(=C(C=C2)Cl)CC2=CC=C(C=C2)OCC)CO[Si](C)(C)C(C)(C)C)O ((1R,2S,3S,4R,5S)-3,4-dibenzyloxy-1-[(tert-butyl(dimethyl)silyl)oxymethyl]-5-[4-chloro-3-[(4-ethoxyphenyl)methyl]phenyl]-6,8-dioxabicyclo[3.2.1]octan-2-ol), CC(=O)OI1(C=2C=CC=CC2C(=O)O1)(OC(=O)C)OC(=O)C (Dess-Martin periodinane), [Na] (sodium). Solvent: ClCCl (dichloromethane). Reaction conditions: temperature 0 celsius, time 3 hour. The product is C(C1=CC=CC=C1)O[C@H]1C([C@@]2(CO[C@]([C@@H]1OCC1=CC=CC=C1)(O2)C2=CC(=C(C=C2)Cl)CC2=CC=C(C=C2)OCC)CO[Si](C)(C)C(C)(C)C)=O ((1R,3R,4R,5S)-3,4-dibenzyloxy-1-[(tert-butyl(dimethyl)silyl)oxymethyl]-5-[4-chloro-3-[(4-ethoxyphenyl)methyl]phenyl]-6,8-dioxabicyclo[3.2.1]octan-2-one). The yield is 100.5%. Reaction SMILES: [CH2:1]([O:8][C@@H:9]1[C@@H:15]([O:16][CH2:17][C:18]2[CH:23]=[CH:22][CH:21]=[CH:20][CH:19]=2)[C@:14]2([C:25]3[CH:30]=[CH:29][C:28]([Cl:31])=[C:27]([CH2:32][C:33]4[CH:38]=[CH:37][C:36]([O:39][CH2:40][CH3:41])=[CH:35][CH:34]=4)[CH:26]=3)[O:24][C@@:11]([CH2:42][O:43][Si:44]([C:47]([CH3:50])([CH3:49])[CH3:48])([CH3:46])[CH3:45])([CH2:12][O:13]2)[C@H:10]1[OH:51])[C:2]1[CH:7]=[CH:6][CH:5]=[CH:4][CH:3]=1.CC(OI1(OC(C)=O)(OC(C)=O)OC(=O)C2C=CC=CC1=2)=O.[Na]>ClCCl>[CH2:1]([O:8][C@@H:9]1[C@@H:15]([O:16][CH2:17][C:18]2[CH:19]=[CH:20][CH:21]=[CH:22][CH:23]=2)[C@:14]2([C:25]3[CH:30]=[CH:29][C:28]([Cl:31])=[C:27]([CH2:32][C:33]4[CH:38]=[CH:37][C:36]([O:39][CH2:40][CH3:41])=[CH:35][CH:34]=4)[CH:26]=3)[O:24][C@@:11]([CH2:42][O:43][Si:44]([C:47]([CH3:50])([CH3:49])[CH3:48])([CH3:46])[CH3:45])([CH2:12][O:13]2)[C:10]1=[O:51])[C:2]1[CH:3]=[CH:4][CH:5]=[CH:6][CH:7]=1 |^1:73|. Reported procedure: To a solution of (1R,2S,3S,4R,5S)-3,4-dibenzyloxy-1-[(tert-butyl(dimethyl) silyl)oxymethyl]-5-[4-chloro-3-[(4-ethoxyphenyl)methyl]phenyl]-6,8-dioxabicyclo[3.2.1]octan-2-ol 28e (15.9 g, 21.7 mmol) in dichloromethane (40 mL) was added Dess-Martin periodinane (18.4 g, 43.5 mmol) at 0° C. The mixture was stirred at 0° C. for 3 hours and adjusted with saturated aqueous sodium bicarnonate till pH becomes 7. The resulting mixture was extracted with dichloromethane (100 mL×2). The combined organic phase...